From a dataset of the Open Reaction Database (ORD), a public repository of structured organic reaction records. describe an organic reaction: reactants, conditions, products, and yield Reactants: COC(C1=CC(=CC=C1)OCCCN(CC(C1=CC=CC=C1)C1=CC=CC=C1)CC1=C(C(=CC=C1)C(F)(F)F)Cl)=O (3-{3-[(2-chloro-3-trifluoromethyl-benzyl)-2,2-diphenylethyl-amino]-propoxy}-benzoic acid methyl ester), O[Li].O (LiOH.H2O), O[Li].O (LiOH.H2O). The solvent is C1CCOC1 (THF), O (H2O). Conditions: time 8 hour. Yields the product Cl.ClC1=C(CN(CCCOC=2C=C(C(=O)O)C=CC2)CC(C2=CC=CC=C2)C2=CC=CC=C2)C=CC=C1C(F)(F)F (3-{3-[(2-Chloro-3-trifluoromethyl-benzyl)-2,2-diphenylethyl-amino]-propoxy}-benzoic acid hydrochloride salt). The yield is 134.7%. RXN SMILES: C[O:2][C:3](=[O:41])[C:4]1[CH:9]=[CH:8][CH:7]=[C:6]([O:10][CH2:11][CH2:12][CH2:13][N:14]([CH2:29][C:30]2[CH:35]=[CH:34][CH:33]=[C:32]([C:36]([F:39])([F:38])[F:37])[C:31]=2[Cl:40])[CH2:15][CH:16]([C:23]2[CH:28]=[CH:27][CH:26]=[CH:25][CH:24]=2)[C:17]2[CH:22]=[CH:21][CH:20]=[CH:19][CH:18]=2)[CH:5]=1.O[Li].O>C1COCC1.O>[ClH:40].[Cl:40][C:31]1[C:32]([C:36]([F:37])([F:38])[F:39])=[CH:33][CH:34]=[CH:35][C:30]=1[CH2:29][N:14]([CH2:15][CH:16]([C:17]1[CH:18]=[CH:19][CH:20]=[CH:21][CH:22]=1)[C:23]1[CH:28]=[CH:27][CH:26]=[CH:25][CH:24]=1)[CH2:13][CH2:12][CH2:11][O:10][C:6]1[CH:5]=[C:4]([CH:9]=[CH:8][CH:7]=1)[C:3]([OH:41])=[O:2] |f:1.2,5.6|. Procedure details: To a solution of 3-{3-[(2-chloro-3-trifluoromethyl-benzyl)-2,2-diphenylethyl-amino]-propoxy}-benzoic acid methyl ester (0.200 g, 0.344 mmol) in THF (7.5 mL) and H2O (2.5 mL) at RT LiOH.H2O (0.029 g, 0.688 mmol) was added. The mixture was stirred overnight at RT. The mixture was then treated with more LiOH.H2O (0.058 g, 1.376 mmol) and heated at 50° C. overnight. The completed reaction was cooled to 0° C. and was quenched with a minimal amount of H2O. The mixture was the acidified to a pH=2 with ...